This data is from the Open Reaction Database (ORD), a public repository of structured organic reaction records. The task is: describe an organic reaction: reactants, conditions, products, and yield Reactants: C(C1=CC=CC=C1)OC(=O)N1C(=NC(=CC1C1=CC(=C(C=C1)F)F)CC)OC ((benzyloxycarbonyl)-1,6-dihydro-2-methoxy-4-ethyl-6-(3,4-diflurophenyl)pyrimidine), ClC(=O)OC (methyl chloroformate). The reagents and catalysts are CN(C)C1=CC=NC=C1 (4-(N,N-dimethylamino)pyridine). The solvent is C(Cl)Cl (CH2Cl2). Product: C(C1=CC=CC=C1)OC(=O)C1=C(N=C(N(C1C1=CC(=C(C=C1)F)F)C(=O)OC)OC)CC ((−)-5-(benzyloxycarbonyl)-4-ethyl-1,6-dihydro-2-methoxy-6-(3,4-difluorophenyl)-1-[methoxy-carbonyl]pyrimidine). Isolated yield 135.0%. RXN SMILES: [CH2:1]([O:8][C:9]([N:11]1[CH:16]([C:17]2[CH:22]=[CH:21][C:20]([F:23])=[C:19]([F:24])[CH:18]=2)[CH:15]=[C:14]([CH2:25][CH3:26])[N:13]=[C:12]1[O:27][CH3:28])=[O:10])C1C=CC=CC=1.Cl[C:30]([O:32][CH3:33])=[O:31]>CN(C1C=CN=CC=1)C.C(Cl)Cl>[CH2:33]([O:32][C:30]([C:15]1[CH:16]([C:17]2[CH:22]=[CH:21][C:20]([F:23])=[C:19]([F:24])[CH:18]=2)[N:11]([C:9]([O:8][CH3:1])=[O:10])[C:12]([O:27][CH3:28])=[N:13][C:14]=1[CH2:25][CH3:26])=[O:31])[C:17]1[CH:22]=[CH:21][CH:20]=[CH:19][CH:18]=1. Reported procedure: To a well stirred solution of (benzyloxycarbonyl)-1,6-dihydro-2-methoxy-4-ethyl-6-(3,4-diflurophenyl)pyrimidine (0.6 g, 1.5 mmol) and 4-(N,N-dimethylamino)pyridine (0.32 g, 2.66 mmol) in CH2Cl2 (6 mL) was added methyl chloroformate (0.2 mL, 2.66 mmol) at room temperature. The solvent was removed in vacuo and the residue was purified by column chromatography on silica gel with 3:1 Petroleum ether/EtOAC as the eluting system to obtain 0.45 g (78% yield) of (−)-5-(benzyloxycarbonyl)-4-ethyl-1,6-dih...